describe an organic reaction: reactants, conditions, products, and yield From a dataset of the Open Reaction Database (ORD), a public repository of structured organic reaction records. Product: OC=1C=C(C=CC1)N1C(C2=C(C1=O)CCCC2)=O (N-(3-hydroxyphenyl)-3,4,5,6-tetrahydrophthalimide). Procedure: A mixture of 25.0 g of 3,4,5,6-tetrahydrophthalic anhydride (THPA), 17.9 g of 3-aminophenol and 350 mL of glacial acetic acid was refluxed for 1 hour, then cooled and poured slowly into 1400 mL of ice-water. The resulting mixture was filtered, the collected solids were washed with cold water and dried (oven, reduced pressure) to give N-(3-hydroxyphenyl)-3,4,5,6-tetrahydrophthalimide (1A), as yellow crystals, m.p.: 196°-197.5° C. Reaction SMILES: [C:1]1(=[O:11])[O:6][C:4](=O)[C:3]2[CH2:7][CH2:8][CH2:9][CH2:10][C:2]1=2.[NH2:12][C:13]1[CH:14]=[C:15]([OH:19])[CH:16]=[CH:17][CH:18]=1>C(O)(=O)C>[OH:19][C:15]1[CH:14]=[C:13]([N:12]2[C:1](=[O:11])[C:2]3[CH2:10][CH2:9][CH2:8][CH2:7][C:3]=3[C:4]2=[O:6])[CH:18]=[CH:17][CH:16]=1. Run in C(C)(=O)O (acetic acid). The reactants are C1(C2=C(C(=O)O1)CCCC2)=O (3,4,5,6-tetrahydrophthalic anhydride), NC=1C=C(C=CC1)O (3-aminophenol), ice water. The reactants are FC1=C(C=C(C=C1)[N+](=O)[O-])C(=O)N1CCN(CC1)C1=C(C=CC=C1)F ((2-Fluoro-5-nitro-phenyl)-[4-(2-fluoro-phenyl)-piperazin-1-yl]-methanone), N1CCOCC1 (morpholine). Yields the product FC1=C(C=CC=C1)N1CCN(CC1)C(=O)C1=C(C=CC(=C1)[N+](=O)[O-])N1CCOCC1 ([4-(2-Fluoro-phenyl)-piperazin-1-yl]-(2-morpholin-4-yl-5-nitro-phenyl)-methanone). As a reaction SMILES: F[C:2]1[CH:7]=[CH:6][C:5]([N+:8]([O-:10])=[O:9])=[CH:4][C:3]=1[C:11]([N:13]1[CH2:18][CH2:17][N:16]([C:19]2[CH:24]=[CH:23][CH:22]=[CH:21][C:20]=2[F:25])[CH2:15][CH2:14]1)=[O:12].[NH:26]1[CH2:31][CH2:30][O:29][CH2:28][CH2:27]1>>[F:25][C:20]1[CH:21]=[CH:22][CH:23]=[CH:24][C:19]=1[N:16]1[CH2:17][CH2:18][N:13]([C:11]([C:3]2[CH:4]=[C:5]([N+:8]([O-:10])=[O:9])[CH:6]=[CH:7][C:2]=2[N:26]2[CH2:31][CH2:30][O:29][CH2:28][CH2:27]2)=[O:12])[CH2:14][CH2:15]1. Procedure details: The title compound was prepared according to the procedure described for example 1 from (2-Fluoro-5-nitro-phenyl)-[4-(2-fluoro-phenyl)-piperazin-1-yl]-methanone and morpholine (87%, yellow solid, MS (m/e): 415.2 (M+H, 100%)